This data is from the Open Reaction Database (ORD), a public repository of structured organic reaction records. The task is: describe an organic reaction: reactants, conditions, products, and yield The reactants are [OH-].[Na+] (Sodium hydroxide), O.O.[Sn](Cl)(Cl)(Cl)Cl (Tin chloride dihydrate), CSCCOC1=C(C=CC=C1)[N+](=O)[O-] (2-(2-methylthioethoxy)nitrobenzene), Cl (HCl). The solvent is C(C)O (ethyl alcohol), C(C)O (ethyl alcohol). Run at time 24 hour. Product: CSCCOC1=C(N)C=CC=C1 (2-(2-methylthioethoxy)aniline). Reaction SMILES: O.O.[Sn](Cl)(Cl)(Cl)Cl.[CH3:8][S:9][CH2:10][CH2:11][O:12][C:13]1[CH:18]=[CH:17][CH:16]=[CH:15][C:14]=1[N+:19]([O-])=O.Cl.[OH-].[Na+]>C(O)C>[CH3:8][S:9][CH2:10][CH2:11][O:12][C:13]1[CH:18]=[CH:17][CH:16]=[CH:15][C:14]=1[NH2:19] |f:0.1.2,5.6|. Procedure: Tin chloride dihydrate (57.9 g, 0.26 mole) in ethyl alcohol (90 ml) was added to a mixture of 2-(2-methylthioethoxy)nitrobenzene (18.1 g, 0.085 mole), conc. HCl (72.4 ml) and ethyl alcohol (36 ml). The reaction mixture was stirred for 24 h at room temperature. Sodium hydroxide (6M, 270 ml) was added to the reaction mixture. Extraction with methylene chloride (3×400 ml) gave after drying the organic layer over sodium sulfate and evaporation of the solvent 14.8 g (95%) of the title compound. The reactants are C(C)(C)(C)OC(N(CC(F)(F)F)C=1C=NC=CC1C1=C(C=CC=C1)Cl)=O ([4-(2-chloro-phenyl)-pyridin-3-yl]-(2,2,2-trifluoro-ethyl)-carbamic acid tert-butyl ester), C(=O)(C(F)(F)F)O (TFA). The solvent is C(Cl)Cl (CH2Cl2). Reaction conditions: time 2 hour. Product: ClC1=C(C=CC=C1)C1=C(C=NC=C1)NCC(F)(F)F ([4-(2-Chloro-phenyl)-pyridin-3-yl]-(2,2,2-trifluoro-ethyl)-amine). RXN SMILES: C(OC(=O)[N:7]([C:13]1[CH:14]=[N:15][CH:16]=[CH:17][C:18]=1[C:19]1[CH:24]=[CH:23][CH:22]=[CH:21][C:20]=1[Cl:25])[CH2:8][C:9]([F:12])([F:11])[F:10])(C)(C)C.C(O)(C(F)(F)F)=O>C(Cl)Cl>[Cl:25][C:20]1[CH:21]=[CH:22][CH:23]=[CH:24][C:19]=1[C:18]1[CH:17]=[CH:16][N:15]=[CH:14][C:13]=1[NH:7][CH2:8][C:9]([F:12])([F:10])[F:11]. Procedure details: To a solution of [4-(2-chloro-phenyl)-pyridin-3-yl]-(2,2,2-trifluoro-ethyl)-carbamic acid tert-butyl ester (120 mg, 310 μmol) in CH2Cl2 (2 mL) at 0° C. was added TFA (2 mL). The reaction mixture was stirred at room temperature for 2 hours and then concentrated under vacuum. The residue was extracted with 30 mL 10% aqueous NaHCO3 solution and 30 mL EtOAc. The layers were separated and the aqueous layer was extracted a second time with 30 mL EtOAc. The combined organic layers were washed with 30 m... Reactants: BrC=1C=C2C(=NNC(C2=CC1)=O)Cl (6-bromo-4-chloro-2H-phthalazin-1-one), N1(N=CC=C1)C1=C(CN)C=CC=C1 (2-pyrazol-1-yl-benzylamine), C=1C=CC(=CC1)P(C=2C=CC=CC2)C3=CC=C4C=CC=CC4=C3C5=C6C=CC=CC6=CC=C5P(C=7C=CC=CC7)C=8C=CC=CC8 (rac-BINAP), CC(C)(C)[O-].[Na+] (NaOt-Bu). The reagents and catalysts are C=1C=CC(=CC1)/C=C/C(=O)/C=C/C2=CC=CC=C2.C=1C=CC(=CC1)/C=C/C(=O)/C=C/C2=CC=CC=C2.C=1C=CC(=CC1)/C=C/C(=O)/C=C/C2=CC=CC=C2.[Pd].[Pd] (Pd2(dba)3). The solvent is CC(=O)N(C)C (DMA), CCOC(=O)C (EtOAc). Product: ClC1=NNC(C2=CC=C(C=C12)NCC1=C(C=CC=C1)N1N=CC=C1)=O (4-Chloro-6-(2-pyrazol-1-yl-benzylamino)-2H-phthalazin-1-one). As a reaction SMILES: Br[C:2]1[CH:3]=[C:4]2[C:9](=[CH:10][CH:11]=1)[C:8](=[O:12])[NH:7][N:6]=[C:5]2[Cl:13].[N:14]1([C:19]2[CH:26]=[CH:25][CH:24]=[CH:23][C:20]=2[CH2:21][NH2:22])[CH:18]=[CH:17][CH:16]=[N:15]1.C1C=CC(P(C2C(C3C(P(C4C=CC=CC=4)C4C=CC=CC=4)=CC=C4C=3C=CC=C4)=C3C(C=CC=C3)=CC=2)C2C=CC=CC=2)=CC=1.CC([O-])(C)C.[Na+]>CC(N(C)C)=O.CCOC(C)=O.C1C=CC(/C=C/C(/C=C/C2C=CC=CC=2)=O)=CC=1.C1C=CC(/C=C/C(/C=C/C2C=CC=CC=2)=O)=CC=1.C1C=CC(/C=C/C(/C=C/C2C=CC=CC=2)=O)=CC=1.[Pd].[Pd]>[Cl:13][C:5]1[C:4]2[C:9](=[CH:10][CH:11]=[C:2]([NH:22][CH2:21][C:20]3[CH:23]=[CH:24][CH:25]=[CH:26][C:19]=3[N:14]3[CH:18]=[CH:17][CH:16]=[N:15]3)[CH:3]=2)[C:8](=[O:12])[NH:7][N:6]=1 |f:3.4,7.8.9.10.11|. Procedure: A mixture 6-bromo-4-chloro-2H-phthalazin-1-one (150 mg, 0.58 mmol), 2-pyrazol-1-yl-benzylamine (111 mg, 0.64 mmol), Pd2(dba)3 (53 mg, 0.058 mmol), rac-BINAP (108 mg, 0.17 mmol) and NaOt-Bu (140 mg, 1.45 mmol) in DMA (6 mL) was heated at 80° C. for 1 h. The mixture was allowed to cool, diluted with EtOAc (25 mL) and washed with water (25 mL). The organic layer was dried over anhydrous sodium sulfate and concentrated. Chromatography on silica (EtOAc/hexanes) yielded the title compound. 4-Chloro-6-... Reported procedure: 3.0 g of ethyl 2-(8-chloro-1,2-dihydro-1,2,2-trimethylquinolin-6-yl)propionate (Compound 18) were added to a mixture of 40 ml of ethanol and 10% aqueous solution of sodium hydroxide. The solution was heated and refluxed for 4 hours. Ethanol was distilled off and the reaction mixture was diluted with water and washed with ether. The water layer was made weakly acidic by the addition of hydrochloric acid, and then extracted with ethyl acetate. The organic layer was washed with water and saturated ... Product: ClC=1C=C(C=C2C=CC(N(C12)C)(C)C)C(C(=O)O)C (2-(8-chloro-1,2-dihydro-1,2,2-trimethylquinolin-6-yl)propionic acid). Isolated yield 84.4%. The solvent is C(C)O (ethanol). Reaction SMILES: [Cl:1][C:2]1[CH:3]=[C:4]([CH:15]([CH3:21])[C:16]([O:18]CC)=[O:17])[CH:5]=[C:6]2[C:11]=1[N:10]([CH3:12])[C:9]([CH3:14])([CH3:13])[CH:8]=[CH:7]2.[OH-].[Na+]>C(O)C>[Cl:1][C:2]1[CH:3]=[C:4]([CH:15]([CH3:21])[C:16]([OH:18])=[O:17])[CH:5]=[C:6]2[C:11]=1[N:10]([CH3:12])[C:9]([CH3:14])([CH3:13])[CH:8]=[CH:7]2 |f:1.2|. The reactants are ClC=1C=C(C=C2C=CC(N(C12)C)(C)C)C(C(=O)OCC)C (ethyl 2-(8-chloro-1,2-dihydro-1,2,2-trimethylquinolin-6-yl)propionate), ClC=1C=C(C=C2C=CC(N(C12)C)(C)C)C(C(=O)OCC)C (ethyl 2-(8-chloro-1,2-dihydro-1,2,2-trimethylquinolin-6-yl)propionate), aqueous solution, [OH-].[Na+] (sodium hydroxide). Starting materials: [Cl-].[In+3].[Cl-].[Cl-] (indium(III) chloride), FC(C(=O)O)(F)F (trifluoroacetic acid), OC(C1C(C1)C#N)C1=CC=C(C=C1)C(F)(F)F (2-{Hydroxy[4-(trifluoromethyl)phenyl]methyl}cyclopropanecarbonitrile), FC=1C=C2C=CNC2=C(C1)CS(=O)(=O)C (5-Fluoro-7-[(methylsulfonyl)methyl]-1H-indole). The solvent is ClCCCl (1,2-dichloroethane). Yields the product FC=1C=C2C(=CNC2=C(C1)CS(=O)(=O)C)C(C1C(C1)C#N)C1=CC=C(C=C1)C(F)(F)F (2-({5-Fluoro-7-[(methylsulfonyl)methyl]-1H-indol-3-yl}[4-(trifluoromethyl)phenyl]methyl)cyclopropanecarbonitrile). Reaction SMILES: [Cl-].[In+3].[Cl-].[Cl-].FC(F)(F)C(O)=O.O[CH:13]([C:19]1[CH:24]=[CH:23][C:22]([C:25]([F:28])([F:27])[F:26])=[CH:21][CH:20]=1)[CH:14]1[CH2:16][CH:15]1[C:17]#[N:18].[F:29][C:30]1[CH:31]=[C:32]2[C:36](=[C:37]([CH2:39][S:40]([CH3:43])(=[O:42])=[O:41])[CH:38]=1)[NH:35][CH:34]=[CH:33]2>ClCCCl>[F:29][C:30]1[CH:31]=[C:32]2[C:36](=[C:37]([CH2:39][S:40]([CH3:43])(=[O:41])=[O:42])[CH:38]=1)[NH:35][CH:34]=[C:33]2[CH:13]([C:19]1[CH:24]=[CH:23][C:22]([C:25]([F:28])([F:27])[F:26])=[CH:21][CH:20]=1)[CH:14]1[CH2:16][CH:15]1[C:17]#[N:18] |f:0.1.2.3|. Procedure: 33.0 mg (0.15 mmol) of indium(III) chloride and 0.02 ml (0.22 mmol) of trifluoroacetic acid were added to 30.0 mg (0.12 mmol) of the compound from Example 160A and 41.4 mg (0.15 mmol) of the compound from Example 87A with a purity of 82% under argon in 1 ml of 1,2-dichloroethane, and the mixture was heated under reflux for three days. It was concentrated and the residue was taken up in ethyl acetate, washed with saturated aqueous sodium bicarbonate solution and saturated aqueous sodium chloride ...